Dataset: the Open Reaction Database (ORD), a public repository of structured organic reaction records. Task: describe an organic reaction: reactants, conditions, products, and yield The reactants are compound, NC1=CC=C(C=C1)C=1C=C2CN(C(C2=CC1)=O)[C@H](C(=O)OC)C(C)C ((S)-Methyl 2-(5-(4-aminophenyl)-1-oxoisoindolin-2-yl)-3-methylbutanoate), C(#N)C1=CC=C(C=C1)S(=O)(=O)Cl (4-cyanobenzene sulfonyl chloride), compound, compound. Yields the product C(#N)C1=CC=C(C=C1)S(=O)(=O)NC1=CC=C(C=C1)C=1C=C2CN(C(C2=CC1)=O)[C@H](C(=O)OC)C(C)C ((S)-Methyl 2-(5-(4-(4-cyanophenylsulfonamido)phenyl)-1-oxoisoindolin-2-yl)-3-methylbutanoate). Reaction SMILES: [NH2:1][C:2]1[CH:7]=[CH:6][C:5]([C:8]2[CH:9]=[C:10]3[C:14](=[CH:15][CH:16]=2)[C:13](=[O:17])[N:12]([C@@H:18]([CH:23]([CH3:25])[CH3:24])[C:19]([O:21][CH3:22])=[O:20])[CH2:11]3)=[CH:4][CH:3]=1.[C:26]([C:28]1[CH:33]=[CH:32][C:31]([S:34](Cl)(=[O:36])=[O:35])=[CH:30][CH:29]=1)#[N:27]>>[C:26]([C:28]1[CH:29]=[CH:30][C:31]([S:34]([NH:1][C:2]2[CH:7]=[CH:6][C:5]([C:8]3[CH:9]=[C:10]4[C:14](=[CH:15][CH:16]=3)[C:13](=[O:17])[N:12]([C@@H:18]([CH:23]([CH3:25])[CH3:24])[C:19]([O:21][CH3:22])=[O:20])[CH2:11]4)=[CH:4][CH:3]=2)(=[O:36])=[O:35])=[CH:32][CH:33]=1)#[N:27]. Procedure: The compound of example 286 was prepared analogous to compound of example 284 by reaction of compound of example 223 with 4-cyanobenzene sulfonyl chloride. The compound of example 286 was used directly without isolation, for the preparation of compound of example 287. Reactants: OC=1C=C(C=O)C=CC1 (3-hydroxybenzaldehyde), N1CCOCC1 (morpholine), [BH4-].[Na+] (sodium borohydride). Solvent: C(C)O (ethanol). Run at time 1 hour. The product is N1(CCOCC1)CC=1C=C(C=CC1)O (3-(4-morpholinylmethyl)phenol). Yield: 26.5%. Reaction SMILES: [OH:1][C:2]1[CH:3]=[C:4]([CH:7]=[CH:8][CH:9]=1)[CH:5]=O.[NH:10]1[CH2:15][CH2:14][O:13][CH2:12][CH2:11]1.[BH4-].[Na+]>C(O)C>[N:10]1([CH2:5][C:4]2[CH:3]=[C:2]([OH:1])[CH:9]=[CH:8][CH:7]=2)[CH2:15][CH2:14][O:13][CH2:12][CH2:11]1 |f:2.3|. Procedure details: To a solution of 15 g. (0.123 mole) of 3-hydroxybenzaldehyde in 150 ml of ethanol is added 26.5 g (0.304 mole) of morpholine. Then 4.7 g (0.124 mole) of sodium borohydride is added portionwise over 1 hour. The solution is stirred for 1 hour and allowed to sit overnight. The solvent is then evaporated via a rotary evaporator and the residue triturated with 200 ml cold water. After acidification with concentrated HCl, the solution is extracted with ethyl acetate. The aqueous layer is basified with... The reactants are [H-].[Na+] (sodium hydride), CCC(C(=O)OC)C(=O)OCC (diethyl methyl malonate), CN(C)C=O (DMF), Cl.ClCC1=CC=NC=C1 (4-chloromethyl pyridine hydrochloride). Product: N1=CC=C(C=C1)CC(C)C(C(=O)OCC)C(=O)OCC (diethyl 2-(1-(pyridin-4-yl)propan-2-yl)malonate). The yield is 68.1%. Reaction conditions: time 16 hour. Procedure details: To a suspension of diethyl methyl malonate (2.41 g, 13.9 mmol) in DMF (50 ml) at 0° C. was added sodium hydride (1.66 g, 41.6 mmol, 60%), followed by adding the compound 4-chloromethyl pyridine hydrochloride (2.50 g, 15.2 mmol) and stirred for 16 h at room temperature. The reaction mixture was quenched by acetic acid and the product was extracted with ethyl acetate. The combined ethyl acetate layer was washed with brine, dried over anhydrous sodium sulfate, filtered and concentrated under reduce... Reaction SMILES: [CH3:1][CH2:2][CH:3]([C:8]([O:10][CH2:11][CH3:12])=[O:9])[C:4]([O:6][CH3:7])=[O:5].[H-].[Na+].Cl.Cl[CH2:17][C:18]1[CH:23]=[CH:22][N:21]=[CH:20][CH:19]=1.[CH3:24]N(C=O)C>>[N:21]1[CH:22]=[CH:23][C:18]([CH2:17][CH:2]([CH:3]([C:4]([O:6][CH2:7][CH3:24])=[O:5])[C:8]([O:10][CH2:11][CH3:12])=[O:9])[CH3:1])=[CH:19][CH:20]=1 |f:1.2,3.4|.